This data is from the Open Reaction Database (ORD), a public repository of structured organic reaction records. The task is: describe an organic reaction: reactants, conditions, products, and yield The reactants are C12C=CC(CC1)C2 (2-norbornene), C=CCC (1-butene), [I-].C(C)[Al+]CC (diethylaluminum iodide). Solvent: C1=CC=CC=C1 (benzene). Reaction conditions: time 12 hour. The product is C12C=CC(CC1)C2.C=CCC (2-Norbornene 1-Butene). RXN SMILES: [CH:1]12[CH2:7][CH:4]([CH2:5][CH2:6]1)[CH:3]=[CH:2]2.[CH2:8]=[CH:9][CH2:10][CH3:11].[I-].C([Al+]CC)C>C1C=CC=CC=1>[CH:1]12[CH2:7][CH:4]([CH2:5][CH2:6]1)[CH:3]=[CH:2]2.[CH2:8]=[CH:9][CH2:10][CH3:11] |f:2.3,5.6|. Reported procedure: 500 ml dry benzene cosolvent, 77 ml 2-norbornene solution, 10 ml of the 1-butene solution, and 6 ml of the diethylaluminum iodide solution were charged to a dry, nitrogen-purged quart bottle. 7.5 ml of the MoCl5 solution was charged last, and the bottle was shaken. Polymerization occurred so rapidly that the reaction was terminated after 7-8 minutes using a mixture of 1.5 ml ethanolamine, 10 ml of an antioxidant solution (10 grams of 2,2',2"-tris[3(3,5-di-t-butyl-4-hydroxyphenyl) propionyloxy] e... Reactants: S(=S)(=O)([O-])[O-].[Na+].[Na+] (sodium thiosulfate), OC[C@]1(N(CCC1)C(=O)OCC1=CC=CC=C1)C (benzyl (2S)-2-(hydroxymethyl)-2-methylpyrrolidine-1-carboxylate), N1=CC=CC=C1 (pyridine), CC(=O)OI1(C=2C=CC=CC2C(=O)O1)(OC(=O)C)OC(=O)C (Dess-Martin periodinane). Run in C(Cl)(Cl)Cl (chloroform). The product is C(=O)[C@]1(N(CCC1)C(=O)OCC1=CC=CC=C1)C (benzyl (2S)-2-formyl-2-methylpyrrolidine-1-carboxylate). Isolated yield 92.5%. As a reaction SMILES: [OH:1][CH2:2][C@:3]1([CH3:18])[CH2:7][CH2:6][CH2:5][N:4]1[C:8]([O:10][CH2:11][C:12]1[CH:17]=[CH:16][CH:15]=[CH:14][CH:13]=1)=[O:9].N1C=CC=CC=1.CC(OI1(OC(C)=O)(OC(C)=O)OC(=O)C2C=CC=CC1=2)=O.S([O-])([O-])(=O)=S.[Na+].[Na+]>C(Cl)(Cl)Cl>[CH:2]([C@:3]1([CH3:18])[CH2:7][CH2:6][CH2:5][N:4]1[C:8]([O:10][CH2:11][C:12]1[CH:17]=[CH:16][CH:15]=[CH:14][CH:13]=1)=[O:9])=[O:1] |f:3.4.5|. Procedure details: To a solution obtained by dissolving 377 mg of the compound [63-2] and 147 mg of pyridine in 7.5 mL of chloroform, 673 mg of Dess-Martin periodinane was added at room temperature, and the mixture was heated under reflux for 1 hour. To the reaction solution, a saturated aqueous sodium thiosulfate solution was added, and the mixture was extracted with chloroform. The obtained organic layer was washed with a saturated aqueous sodium hydrogen carbonate solution and saturated brine, sequentially, and... As a reaction SMILES: [NH2:1][C:2]1[C:7](Br)=[N:6][C:5]([Br:9])=[CH:4][N:3]=1.[CH:10]1([NH2:13])[CH2:12][CH2:11]1>>[Br:9][C:5]1[N:6]=[C:7]([NH:13][CH:10]2[CH2:12][CH2:11]2)[C:2]([NH2:1])=[N:3][CH:4]=1. Reported procedure: A glass microwave reaction vessel was charged with 2-amino-3,5-dibromopyrazine (1.00 g, 3.95 mmol) and cyclopropylamine (1.40 ml, 19.96 mmol). The reaction mixture was sealed under argon and heated in an Initiator microwave reactor (Personal Chemistry, Biotage AB, Inc., Upssala, Sweden) at 120° C. for 20 min. Additional cyclopropylamine (1.0 mL) was added and the reaction was heated at 120° C. for 30 min in the microwave. Excess cyclopropylamine was removed in vacuo and the residue was dissolved... Run at temperature 120 celsius. Reactants: NC1=NC=C(N=C1Br)Br (2-amino-3,5-dibromopyrazine), C1(CC1)N (cyclopropylamine), C1(CC1)N (cyclopropylamine). Yields the product BrC1=CN=C(C(=N1)NC1CC1)N (6-bromo-N2-cyclopropylpyrazine-2,3-diamine).